This data is from the Open Reaction Database (ORD), a public repository of structured organic reaction records. The task is: describe an organic reaction: reactants, conditions, products, and yield Reactants: C(C=C)OC1=C(C(=O)OC)C=C(C=C1)OC (methyl 2-allyloxy-5-methoxybenzoate), solution, [H-].[Al+3].[Li+].[H-].[H-].[H-] (lithium aluminum hydride), ( 2 ), [Cl-].[NH4+] (ammonium chloride), CCOC(=O)C (EtOAc). Run in C1CCOC1 (THF), C1CCOC1 (THF). Run at temperature -50 celsius, time 1.5 hour. The product is C(C=C)OC1=C(CO)C=C(C=C1)OC (2-allyloxy-5-methoxybenzyl alcohol), oil. Isolated yield 100.0%. Reaction SMILES: [CH2:1]([O:4][C:5]1[CH:14]=[CH:13][C:12]([O:15][CH3:16])=[CH:11][C:6]=1[C:7](OC)=[O:8])[CH:2]=[CH2:3].[H-].[Al+3].[Li+].[H-].[H-].[H-].CCOC(C)=O.[Cl-].[NH4+]>C1COCC1>[CH2:1]([O:4][C:5]1[CH:14]=[CH:13][C:12]([O:15][CH3:16])=[CH:11][C:6]=1[CH2:7][OH:8])[CH:2]=[CH2:3] |f:1.2.3.4.5.6,8.9|. Procedure details: Step AS (2). To a solution of methyl 2-allyloxy-5-methoxybenzoate (12 g, 55 mmol) in 100 mL anhydrous THF was added slowly 55 mL of a 1.0 M solution of lithium aluminum hydride (55 mmol) in THF at −50° C. The resulting solution was stirred at −50° C. for 1.5 h. EtOAc (100 mL) was added, followed by addition of 30 mL of aqueous ammonium chloride. The organic layer was filtered, washed with aqueous ammonium chloride and brine, then dried over magnesium sulfate. After concentration, 2-allyloxy-5-me... Starting materials: C(#N)C1=CC=C(OC2=C(C(=O)O)C=CC(=N2)OC2=CC=C(C=C2)C#N)C=C1 (2,6-bis(4-Cyano phenoxy)-nicotinic acid), C(C)OC(CCN)=O (3-amino-propionic acid ethyl ester). The product is C(C)OC(CCNC(=O)C=1C(=NC(=CC1)OC1=CC=C(C=C1)C#N)OC1=CC=C(C=C1)C#N)=O (3-{[2,6-Bis-(4-cyano-phenoxy)-pyridine-3-carbonyl]-amino}-propionicacid Ethyl Ester). Yield: 77.1%. RXN SMILES: [C:1]([C:3]1[CH:27]=[CH:26][C:6]([O:7][C:8]2[N:16]=[C:15]([O:17][C:18]3[CH:23]=[CH:22][C:21]([C:24]#[N:25])=[CH:20][CH:19]=3)[CH:14]=[CH:13][C:9]=2[C:10](O)=[O:11])=[CH:5][CH:4]=1)#[N:2].[CH2:28]([O:30][C:31](=[O:35])[CH2:32][CH2:33][NH2:34])[CH3:29]>>[CH2:28]([O:30][C:31](=[O:35])[CH2:32][CH2:33][NH:34][C:10]([C:9]1[C:8]([O:7][C:6]2[CH:5]=[CH:4][C:3]([C:1]#[N:2])=[CH:27][CH:26]=2)=[N:16][C:15]([O:17][C:18]2[CH:19]=[CH:20][C:21]([C:24]#[N:25])=[CH:22][CH:23]=2)=[CH:14][CH:13]=1)=[O:11])[CH3:29]. Reported procedure: Following the procedure of Example 5(c) 2,6-bis(4-Cyano phenoxy)-nicotinic acid 0.5 g (1.42 mmol) and 3-amino-propionic acid ethyl ester (0.166 g, 1.42 mmol) were used to afford 0.5 g of the required product. Percentage purity (LCMS): 30.7%, (M+1)=456.1. Starting materials: C(#N)[BH3-].[Na+] (Sodium cyanoborohydride), Cl.C(C)(C)(C)OC([C@@H](NC(=O)OC(C)(C)C)CCCCN)=O (Nα-BOC-L-Lysine tert-Butyl Ester Hydrochloride), CCO (EtOH), C(C1=CC=CC=C1)=O (benzaldehyde). Solvent: C(Cl)(Cl)Cl (CHCl3). Reaction conditions: time 6 hour. Yields the product C(C)(C)(C)OC([C@@H](NC(=O)OC(C)(C)C)CCCCNCC1=CC=CC=C1)=O (NεBenzyl-Nα-BOC-L-Lysine tert-Butyl Ester). Isolated yield 53.7%. Reaction SMILES: Cl.[C:2]([O:6][C:7](=[O:22])[C@H:8]([CH2:17][CH2:18][CH2:19][CH2:20][NH2:21])[NH:9][C:10]([O:12][C:13]([CH3:16])([CH3:15])[CH3:14])=[O:11])([CH3:5])([CH3:4])[CH3:3].[CH:23](=O)[C:24]1[CH:29]=[CH:28][CH:27]=[CH:26][CH:25]=1.CCO.C([BH3-])#N.[Na+]>C(Cl)(Cl)Cl>[C:2]([O:6][C:7](=[O:22])[C@H:8]([CH2:17][CH2:18][CH2:19][CH2:20][NH:21][CH2:23][C:24]1[CH:29]=[CH:28][CH:27]=[CH:26][CH:25]=1)[NH:9][C:10]([O:12][C:13]([CH3:14])([CH3:15])[CH3:16])=[O:11])([CH3:5])([CH3:3])[CH3:4] |f:0.1,4.5|. Procedure details: Nα-BOC-L-lysine t-butyl ester hydrochloride salt (3) (25.97 g, 76.64 mmol) was dissolved in CHCl3 (300 ml) and washed with saturated aqueous Na2CO3 solution (2×100 ml). The organic layer was separated, dried (MgSO4), filtered and concentrated. The resultant oil (the free amine) was combined with benzaldehyde (10.42 g, 98.13 mmol), EtOH (150 ml) and activated 3 Å molecular sieves (46.0 g). The mixture was stirred under N2 for 6 hours. Sodium cyanoborohydride (2.41 g, 38.4 mmol) was added, and the... The reactants are [H-].[Na+] (NaH), C(C)OC(CCS)=O (3-mercaptopropionic acid ethyl ester), C(C1=CC=CC=C1)OC1=C(C=CC(=C1)F)[N+](=O)[O-] (2-benzyloxy-4-fluoro-1-nitrobenzene), OC1=C(C#N)C(=CC=C1)CC1=CC(=C(C=C1)N1S(NC(C1)=O)(=O)=O)O (2-Hydroxy-6-[3-hydroxy-4-(1,1,4-trioxo-1,2,5-thiadiazolidin-2-yl)-benzyl]-benzonitrile). Run in CCOC(=O)C (EtOAc), CN(C)C=O (DMF), CN(C)C=O (DMF). Conditions: time 4 day. The product is C(C1=CC=CC=C1)OC=1C=C(C=CC1[N+](=O)[O-])S (3-Benzyloxy-4-nitrobenzenethiol). As a reaction SMILES: [H-].[Na+].C(OC(=O)CC[SH:9])C.[CH2:11]([O:18][C:19]1[CH:24]=[C:23](F)[CH:22]=[CH:21][C:20]=1[N+:26]([O-:28])=[O:27])[C:12]1[CH:17]=[CH:16][CH:15]=[CH:14][CH:13]=1.OC1C=CC=C(CC2C=CC(N3CC(=O)NS3(=O)=O)=C(O)C=2)C=1C#N>CN(C=O)C.CCOC(C)=O>[CH2:11]([O:18][C:19]1[CH:24]=[C:23]([SH:9])[CH:22]=[CH:21][C:20]=1[N+:26]([O-:28])=[O:27])[C:12]1[CH:17]=[CH:16][CH:15]=[CH:14][CH:13]=1 |f:0.1|. Reported procedure: To a suspension of NaH (60%, 1.21 g, 30.3 mmol) in dry DMF (20 mL) under N2 at 0° C. is added dropwise 3-mercaptopropionic acid ethyl ester (1.9 mL, 15.2 mmol) and 2-benzyloxy-4-fluoro-1-nitrobenzene (intermediate from Example 27) (2.5 g, 10.1 mmol) in dry DMF (10 mL). The reaction is allowed to warm to ambient temperature and stirred for 4 days. The mixture is then diluted with EtOAc (100 mL) and extracted with 1N HCl (50 mL). The organics are washed with brine and dried with Na2SO4. Evaporatio... The product is CCCN(CCC)C(=O)c1cc(NC(=O)CCCCl)cc(C(=O)OC)c1. RXN SMILES: [CH3:1][O:2][C:3]([c:4]1[cH:5][c:6]([C:7](=[O:8])[N:9]([CH2:10][CH2:11][CH3:12])[CH2:13][CH2:14][CH3:15])[cH:16][c:17]([NH2:19])[cH:18]1)=[O:20].[Cl:21][CH2:22][CH2:23][CH2:24][C:25](=[O:26])[Cl:27].[Cl:28][CH2:29][Cl:30]>>[CH3:1][O:2][C:3]([c:4]1[cH:5][c:6]([C:7](=[O:8])[N:9]([CH2:10][CH2:11][CH3:12])[CH2:13][CH2:14][CH3:15])[cH:16][c:17]([NH:19][C:25]([CH2:24][CH2:23][CH2:22][Cl:21])=[O:26])[cH:18]1)=[O:20]. Starting materials: CCCN(CCC)C(=O)c1cc(N)cc(C(=O)OC)c1, O=C(Cl)CCCCl, ClCCl. The reactants are N#CCBr, [H-], [Na+], CN(C)C=O, CCOC(=O)c1cc2c([nH]1)CCCC2. Yields the product CCOC(=O)c1cc2c(n1CC#N)CCCC2. Reaction SMILES: [Br:17][CH2:18][C:19]#[N:20].[H-:16].[Na+:15].[O:21]=[CH:22][N:23]([CH3:24])[CH3:25].[nH:1]1[c:2]([C:10](=[O:11])[O:12][CH2:13][CH3:14])[cH:3][c:4]2[c:9]1[CH2:8][CH2:7][CH2:6][CH2:5]2>>[n:1]1([CH2:18][C:19]#[N:20])[c:2]([C:10](=[O:11])[O:12][CH2:13][CH3:14])[cH:3][c:4]2[c:9]1[CH2:8][CH2:7][CH2:6][CH2:5]2. Starting materials: CCO, Cl, Cc1ccc(OCc2c(F)cccc2F)c(N)n1, CCOC(=N)Cc1ccccc1. Product: Cl, Cc1ccc(OCc2c(F)cccc2F)c(NC(=N)Cc2ccccc2)n1. As a reaction SMILES: [CH3:32][CH2:33][OH:34].[ClH:19].[NH2:1][c:2]1[n:3][c:4]([CH3:18])[cH:5][cH:6][c:7]1[O:8][CH2:9][c:10]1[c:11]([F:17])[cH:12][cH:13][cH:14][c:15]1[F:16].[c:20]1([CH2:26][C:27]([O:28][CH2:29][CH3:30])=[NH:31])[cH:21][cH:22][cH:23][cH:24][cH:25]1>>[ClH:19].[NH:1]([c:2]1[n:3][c:4]([CH3:18])[cH:5][cH:6][c:7]1[O:8][CH2:9][c:10]1[c:11]([F:17])[cH:12][cH:13][cH:14][c:15]1[F:16])[C:27]([CH2:26][c:20]1[cH:21][cH:22][cH:23][cH:24][cH:25]1)=[NH:31]. Starting materials: 4A, C(=O)(OCC)C(O)C(O)C(=O)OCC (diethyl (+)-tartrate), FC(COCCOC1=CC(=NC=C1)CSC1=NC2=C(N1)C=CC=C2)(F)F (2-{4-[2-(2,2,2-trifluoroethoxy) ethoxy]pyridin-2-yl-methylthio}-1H-benzimidazole), C(C)(C)N(C(C)C)CC (N,N-Diisopropylethylamine), OOOO.C1(=CC=CC=C1)C(C)C (cumene hydroxyperoxide), C([O-])(O)=O.[Na+] (sodium bicarbonate). The reagents and catalysts are CC(C)[O-].CC(C)[O-].CC(C)[O-].CC(C)[O-].[Ti+4] (tetraisopropyl titanate). Solvent: O (water), C1(=CC=CC=C1)C (toluene). Run at time 15 minute. Yields the product FC(COCCOC1=CC(=NC=C1)CS(=O)C1=NC2=C(N1)C=CC=C2)(F)F ((−)-2-{4-[2-(2,2,2-trifluoroethoxy) ethoxy]pyridin-2-yl-methanesulfinyl}-1H-benzimidazole). Reaction SMILES: [F:1][C:2]([F:26])([F:25])[CH2:3][O:4][CH2:5][CH2:6][O:7][C:8]1[CH:13]=[CH:12][N:11]=[C:10]([CH2:14][S:15][C:16]2[NH:20][C:19]3[CH:21]=[CH:22][CH:23]=[CH:24][C:18]=3[N:17]=2)[CH:9]=1.C(C(C(C(OCC)=O)O)O)(OCC)=[O:28].C(N(CC)C(C)C)(C)C.OOOO.C1(C(C)C)C=CC=CC=1.C(=O)(O)[O-].[Na+]>C1(C)C=CC=CC=1.CC([O-])C.CC([O-])C.CC([O-])C.CC([O-])C.[Ti+4].O>[F:26][C:2]([F:1])([F:25])[CH2:3][O:4][CH2:5][CH2:6][O:7][C:8]1[CH:13]=[CH:12][N:11]=[C:10]([CH2:14][S:15]([C:16]2[NH:17][C:18]3[CH:24]=[CH:23][CH:22]=[CH:21][C:19]=3[N:20]=2)=[O:28])[CH:9]=1 |f:3.4,5.6,8.9.10.11.12|. Reported procedure: The thus-obtained 2-{4-[2-(2,2,2-trifluoroethoxy) ethoxy]pyridin-2-yl-methylthio}-1H-benzimidazole (6.5 g) was dissolved in toluene (160 mL). Molecular Sieve 4A (6.5 g) and water (310 μL) were added, and the mixture was stirred for 15 minutes at room temperature. Subsequently, diethyl (+)-tartrate (7.0 g) and tetraisopropyl titanate (4.8 g) were added, and the mixture was stirred for one hour at 50° C. The temperature of the mixture was returned to room temperature. N,N-Diisopropylethylamine (3.... Reactants: FC(C1=NN(C(=C1)C(F)F)CC(=O)N1CCC(CC1)C=1SC=C(N1)C1=NOC(C1)C1=C(C=O)C=CC=C1)F (2-{3-[2-(1-{[3,5-bis(difluoromethyl)-1H-pyrazol-1-yl]acetyl}piperidin-4-yl)-1,3-thiazol-4-yl]-4,5-dihydro-1,2-oxazol-5-yl}benzaldehyde), C(C)(=O)NC1=CC=C(C=C1)S(=O)(=O)N=[N+]=[N-] (4-acetamidobenzenesulphonyl azide), O=C(CP(OC)(OC)=O)C (dimethyl 2-oxopropylphosphonate), C(C)(=O)OCC (ethyl acetate). Run in CO (methanol), O (water), C(C)#N (acetonitrile). Run at time 2 hour. Yields the product FC(C1=NN(C(=C1)C(F)F)CC(=O)N1CCC(CC1)C=1SC=C(N1)C1=NOC(C1)C1=C(C=CC=C1)C#C)F (2-[3,5-Bis(difluoromethyl)-1H-pyrazol-1-yl]-1-(4-{4-[5-(2-ethynylphenyl)-4,5-dihydro-1,2-oxazol-3-yl]-1,3-thiazol-2-yl}piperidin-1-yl)ethanone). Reaction SMILES: C(N[C:5]1[CH:10]=[CH:9][C:8](S(N=[N+]=[N-])(=O)=O)=[CH:7][CH:6]=1)(=O)C.O=[C:18](C)[CH2:19]P(=O)(OC)OC.[F:27][CH:28]([F:64])[C:29]1[CH:33]=[C:32]([CH:34]([F:36])[F:35])[N:31]([CH2:37][C:38]([N:40]2[CH2:45][CH2:44][CH:43]([C:46]3[S:47][CH:48]=[C:49]([C:51]4[CH2:55][CH:54](C5C=CC=CC=5C=O)[O:53][N:52]=4)[N:50]=3)[CH2:42][CH2:41]2)=[O:39])[N:30]=1.C(OCC)(=O)C>C(#N)C.CO.O>[F:64][CH:28]([F:27])[C:29]1[CH:33]=[C:32]([CH:34]([F:36])[F:35])[N:31]([CH2:37][C:38]([N:40]2[CH2:45][CH2:44][CH:43]([C:46]3[S:47][CH:48]=[C:49]([C:51]4[CH2:55][CH:54]([C:5]5[CH:6]=[CH:7][CH:8]=[CH:9][C:10]=5[C:18]#[CH:19])[O:53][N:52]=4)[N:50]=3)[CH2:42][CH2:41]2)=[O:39])[N:30]=1. Procedure details: To a solution of 4-acetamidobenzenesulphonyl azide (140 mg) in acetonitrile (10 ml) was added, at room temperature, dimethyl 2-oxopropylphosphonate (97 mg). After stirring for 2 hours, 2-{3-[2-(1-{[3,5-bis(difluoromethyl)-1H-pyrazol-1-yl]acetyl}piperidin-4-yl)-1,3-thiazol-4-yl]-4,5-dihydro-1,2-oxazol-5-yl}benzaldehyde (267 mg) in methanol (2 ml) was added to the reaction mixture. After stirring for 8 hours, the reaction mixture was admixed with ethyl acetate and water and extracted with ethyl ac...